This data is from the Open Reaction Database (ORD), a public repository of structured organic reaction records. The task is: describe an organic reaction: reactants, conditions, products, and yield Reactants: Cc1ccc(C(=O)NC2CC2)cc1NC(=O)c1ccc(-c2cccnc2)s1, ClCCl, O=C(OO)c1cccc(Cl)c1. Product: Cc1ccc(C(=O)NC2CC2)cc1NC(=O)c1ccc(-c2ccc[n+]([O-])c2)s1. As a reaction SMILES: [CH:1]1([NH:4][C:5](=[O:6])[c:7]2[cH:8][cH:9][c:10]([CH3:27])[c:11]([NH:13][C:14](=[O:15])[c:16]3[s:17][c:18](-[c:21]4[cH:22][n:23][cH:24][cH:25][cH:26]4)[cH:19][cH:20]3)[cH:12]2)[CH2:2][CH2:3]1.[Cl:39][CH2:40][Cl:41].[OH:28][O:29][C:30]([c:31]1[cH:32][c:33]([Cl:34])[cH:35][cH:36][cH:37]1)=[O:38]>>[CH:1]1([NH:4][C:5](=[O:6])[c:7]2[cH:8][cH:9][c:10]([CH3:27])[c:11]([NH:13][C:14](=[O:15])[c:16]3[s:17][c:18](-[c:21]4[cH:22][n+:23]([O-:28])[cH:24][cH:25][cH:26]4)[cH:19][cH:20]3)[cH:12]2)[CH2:2][CH2:3]1. Reactants: Br, Cc1oc(-c2ccccc2)nc1CCOc1cccc2ccccc12, ClCCl, C1COOOC1. Product: Cc1oc(-c2ccccc2)nc1CCOc1ccc(CBr)c2ccccc12. RXN SMILES: [BrH:26].[CH3:1][c:2]1[c:3]([CH2:13][CH2:14][O:15][c:16]2[cH:17][cH:18][cH:19][c:20]3[cH:21][cH:22][cH:23][cH:24][c:25]23)[n:4][c:5](-[c:7]2[cH:8][cH:9][cH:10][cH:11][cH:12]2)[o:6]1.[Cl:33][CH2:34][Cl:35].[O:27]1[CH2:28][CH2:29][CH2:30][O:31][O:32]1>>[CH3:1][c:2]1[c:3]([CH2:13][CH2:14][O:15][c:16]2[cH:17][cH:18][c:19]([CH2:30][Br:26])[c:20]3[cH:21][cH:22][cH:23][cH:24][c:25]23)[n:4][c:5](-[c:7]2[cH:8][cH:9][cH:10][cH:11][cH:12]2)[o:6]1. Starting materials: ester, COC(C1=C(C=CC(=C1)C=1SC=C(N1)C1=CC(=C(C=C1)Cl)Cl)Br)=O (2-bromo-5-[4-(3,4-dichloro-phenyl)-thiazol-2-yl]-benzoic acid methyl ester), COC(C1=C(C=CC(=C1)C=1SC=C(N1)C1=CC(=C(C=C1)Cl)Cl)Br)=O (2-bromo-5-[4-(3,4-dichloro-phenyl)-thiazol-2-yl]-benzoic acid methyl ester), Cl.N1=CC(=C(C=C1)B(O)O)C (3-picoline-4-boronic acid hydrochloride salt). Product: ClC=1C=C(C=CC1Cl)C=1N=C(SC1)C=1C=CC(=C(C(=O)O)C1)C1=C(C=NC=C1)C (5-[4-(3,4-dichloro-phenyl)-thiazol-2-yl]-2-(3-methyl-pyridin-4-yl)-benzoic acid). The yield is 41.7%. As a reaction SMILES: C[O:2][C:3](=[O:24])[C:4]1[CH:9]=[C:8]([C:10]2[S:11][CH:12]=[C:13]([C:15]3[CH:20]=[CH:19][C:18]([Cl:21])=[C:17]([Cl:22])[CH:16]=3)[N:14]=2)[CH:7]=[CH:6][C:5]=1Br.Cl.[N:26]1[CH:31]=[CH:30][C:29](B(O)O)=[C:28]([CH3:35])[CH:27]=1>>[Cl:22][C:17]1[CH:16]=[C:15]([C:13]2[N:14]=[C:10]([C:8]3[CH:7]=[CH:6][C:5]([C:29]4[CH:30]=[CH:31][N:26]=[CH:27][C:28]=4[CH3:35])=[C:4]([CH:9]=3)[C:3]([OH:2])=[O:24])[S:11][CH:12]=2)[CH:20]=[CH:19][C:18]=1[Cl:21] |f:1.2|. Procedure details: Using the conditions of General Procedure C for Suzuki Coupling and Hydrolysis in Parallel Mode, 2-bromo-5-[4-(3,4-dichloro-phenyl)-thiazol-2-yl]-benzoic acid methyl ester (which may be prepared as described for Intermediate 6; 111 mg, 0.25 mmol) was reacted with 3-picoline-4-boronic acid hydrochloride salt (available from Combi-Blocks Inc.; 87 mg, 0.5 mmol). The resulting ester was hydrolyzed and the acid was purified to give 5-[4-(3,4-dichloro-phenyl)-thiazol-2-yl]-2-(3-methyl-pyridin-4-yl)-be... Reactants: CC(C)(C)OC(=O)NC1CN(C(=O)C(F)(F)F)NC1=O, [Cl-], Cl, [Na+], [Na+], [OH-], O. Yields the product CC(C)(C)OC(=O)NC1CNNC1=O. Reaction SMILES: [C:1]([CH3:2])([CH3:3])([CH3:4])[O:5][C:6](=[O:7])[NH:8][CH:9]1[C:10](=[O:20])[NH:11][N:12]([C:14](=[O:15])[C:16]([F:17])([F:18])[F:19])[CH2:13]1.[Cl-:25].[ClH:23].[Na+:22].[Na+:24].[OH-:21].[OH2:26]>>[C:1]([CH3:2])([CH3:3])([CH3:4])[O:5][C:6](=[O:7])[NH:8][CH:9]1[C:10](=[O:20])[NH:11][NH:12][CH2:13]1. The product is OC(CCC1=CC=CC(=N1)CC(CCCCO)O)CC=CCCCCC (6-[6-(3-Hydroxy-5-undecenyl)-2-pyridinyl]-1,5-hexanediol). The reactants are [Na] (Sodium), [H-].COCCO[Al+2].[H-] (2-methoxyethoxy-aluminum hydride), OC(C#CC1=CC=CC(=N1)CC1=CC=CC(O1)=O)CCCCCCCC (6-[1-[6-(3-Hydroxy-undec-1ynyl)-pyridine-2yl]-methyl-]pyran-2-one). The solvent is C1(=CC=CC=C1)C (toluene), C1(=CC=CC=C1)C (toluene). RXN SMILES: [Na].[H-].COCCO[Al+2].[H-].[OH:10][CH:11]([CH2:28][CH2:29][CH2:30][CH2:31][CH2:32][CH2:33][CH2:34][CH3:35])[C:12]#[C:13][C:14]1[N:19]=[C:18]([CH2:20][C:21]2[O:26][C:25](=[O:27])[CH:24]=[CH:23][CH:22]=2)[CH:17]=[CH:16][CH:15]=1>C1(C)C=CC=CC=1>[OH:10][CH:11]([CH2:28][CH:29]=[CH:30][CH2:31][CH2:32][CH2:33][CH2:34][CH3:35])[CH2:12][CH2:13][C:14]1[N:19]=[C:18]([CH2:20][CH:21]([OH:26])[CH2:22][CH2:23][CH2:24][CH2:25][OH:27])[CH:17]=[CH:16][CH:15]=1 |f:1.2.3,^1:0|. Procedure details: Sodium (bis) 2-methoxyethoxy-aluminum hydride (0.52 ml, 1.78 mmole) is dissolved in 2 ml dry toluene in an oven-dried 50 ml 2-neck round bottom flask under nitrogen at 0° C. 6-[1-[6-(3-Hydroxy-undec-1ynyl)-pyridine-2yl]-methyl-]pyran-2-one (160 mg, 0.445 mmole), in 2×1 ml dry toluene, is added slowly dropwise to the reaction mixture at 0° C. The mixture is stirred 7 hours at 0° C., quenched with 0.100 ml water, and stirred vigorously overnight with 10 ml 0.5M sodium potassium tartrate. The mixtu... Conditions: temperature 0 celsius, time 7 hour. Starting materials: O=C([O-])C(O)C(O)C(=O)[O-], CC(C)C[Al+]CC(C)C, CC(=O)O, CCOC(=O)c1csc(C(C)C)n1, ClCCl, [H-], [K+], [Na+]. Product: CC(C)c1nc(CO)cs1. Reaction SMILES: [C:28]([CH:29]([CH:30]([C:31]([O-:32])=[O:33])[OH:34])[OH:35])([O-:36])=[O:37].[CH2:15]([Al+:16][CH2:17][CH:18]([CH3:19])[CH3:20])[CH:21]([CH3:22])[CH3:23].[CH3:24][C:25](=[O:26])[OH:27].[CH:1]([CH3:2])([CH3:3])[c:4]1[s:5][cH:6][c:7]([C:9](=[O:10])[O:11][CH2:12][CH3:13])[n:8]1.[Cl:40][CH2:41][Cl:42].[H-:14].[K+:38].[Na+:39]>>[CH:1]([CH3:2])([CH3:3])[c:4]1[s:5][cH:6][c:7]([CH2:9][OH:10])[n:8]1.